This data is from the Open Reaction Database (ORD), a public repository of structured organic reaction records. The task is: describe an organic reaction: reactants, conditions, products, and yield Reactants: NC=1SC2=C(N=C(N=C2N[C@@H](CO)C)SCC2=CC=CC=C2)N1 ((2R)-2-[[2-Amino-5-[(phenylmethyl)thio]thiazolo[4,5-d]pyrimidin-7-yl]amino]-1-propanol), [Na] (sodium), [Cl-].[NH4+] (ammonium chloride). The solvent is N (ammonia). The product is NC=1SC2=C(N=C(N=C2N[C@@H](CO)C)S)N1 ((2R)-2-[(2-Amino-5-mercaptothiazolo[4,5-d]pyrimidin-7-yl)amino]-1-propanol). The yield is 29.7%. As a reaction SMILES: [NH2:1][C:2]1[S:3][C:4]2[C:9]([NH:10][C@H:11]([CH3:14])[CH2:12][OH:13])=[N:8][C:7]([S:15]CC3C=CC=CC=3)=[N:6][C:5]=2[N:23]=1.[Na].[Cl-].[NH4+]>N>[NH2:1][C:2]1[S:3][C:4]2[C:9]([NH:10][C@H:11]([CH3:14])[CH2:12][OH:13])=[N:8][C:7]([SH:15])=[N:6][C:5]=2[N:23]=1 |f:2.3,^1:23|. Reported procedure: A stirred solution of the product of step (a) (1 g) in liquid ammonia (20 ml) was treated portionwise with sodium until a permanent blue colour was obtained. The solution was treated with ammonium chloride to dissipate the blue colour, and allowed to evaporate. The residue was taken up in water, filtered and purified by reverse phase preparative HPLC on Xterra® C8 column, using 0 to 20% acetonitrile in water at 20 ml/min over 2 min to give the subtitled compound (0.22 g) The reactants are FC1=C(C=C2C=NN(C2=C1)C)CC1=CN=C2N1N=C(C=C2)C=2C=NN(C2)C2CCNCC2 (3-(6-fluoro-1-methyl-1H-indazol-5-ylmethyl)-6-(1-piperidin-4-yl-1H-pyrazol-4-yl)-imidazo[1,2-b]pyridazine), C=O (formaldehyde), [BH3-]C#N.[Na+] (NaBH3CN), CO (MeOH). Run in CCOC(=O)C (EtOAc), C(C)(=O)O (acetic acid). Reaction conditions: time 2 hour. Product: FC1=C(C=C2C=NN(C2=C1)C)CC1=CN=C2N1N=C(C=C2)C=2C=NN(C2)C2CCN(CC2)C (3-(6-Fluoro-1-methyl-1H-indazol-5-ylmethyl)-6-[1-(1-methyl-piperidin-4-yl)-1H-pyrazol-4-yl]-imidazo[1,2-b]pyridazine). RXN SMILES: CO.[F:3][C:4]1[CH:12]=[C:11]2[C:7]([CH:8]=[N:9][N:10]2[CH3:13])=[CH:6][C:5]=1[CH2:14][C:15]1[N:19]2[N:20]=[C:21]([C:24]3[CH:25]=[N:26][N:27]([CH:29]4[CH2:34][CH2:33][NH:32][CH2:31][CH2:30]4)[CH:28]=3)[CH:22]=[CH:23][C:18]2=[N:17][CH:16]=1.C=O.[BH3-][C:38]#N.[Na+]>CCOC(C)=O.C(O)(=O)C>[F:3][C:4]1[CH:12]=[C:11]2[C:7]([CH:8]=[N:9][N:10]2[CH3:13])=[CH:6][C:5]=1[CH2:14][C:15]1[N:19]2[N:20]=[C:21]([C:24]3[CH:25]=[N:26][N:27]([CH:29]4[CH2:34][CH2:33][N:32]([CH3:38])[CH2:31][CH2:30]4)[CH:28]=3)[CH:22]=[CH:23][C:18]2=[N:17][CH:16]=1 |f:3.4|. Reported procedure: To abs. MeOH (2 mL) stirred at rt were added 3-(6-fluoro-1-methyl-1H-indazol-5-ylmethyl)-6-(1-piperidin-4-yl-1H-pyrazol-4-yl)-imidazo[1,2-b]pyridazine (Example 282, 79 mg, 0.184 mmol), formaldehyde (0.068 mL, 0.918 mmol) and NaBH3CN (58 mg, 0.918 mmol). The RM was then brought to pH 5-6 with addition of acetic acid and stirred at rt for 2 h. It was then taken into EtOAc and washed with saturated NaHCO3 sol. The organic layer was then washed with brine, dried on Na2SO4, filtered and evaporated. T...